From a dataset of the Open Reaction Database (ORD), a public repository of structured organic reaction records. describe an organic reaction: reactants, conditions, products, and yield Reactants: NC[C@H]1CN(C[C@H]1O)CCN1C(C=CC2=CC=C(C=C12)OC)=O (1-{2-[(3S,4S)-3-(Aminomethyl)-4-hydroxy-1-pyrrolidinyl]ethyl}-7-(methyloxy)-2(1H)-quinolinone), C(C)(=O)O[BH-](OC(C)=O)OC(C)=O.[Na+] (sodium triacetoxyborohydride), ClC1=CC=2OCC(NC2N=C1C=O)=O (7-chloro-3-oxo-3,4-dihydro-2H-pyrido[3,2-b][1,4]oxazine-6-carboxaldehyde), C([O-])([O-])=O.[Na+].[Na+] (sodium carbonate). The solvent is C(Cl)Cl (DCM), CO (MeOH). Run at time 18 hour. The product is Cl.Cl.ClC1=CC=2OCC(NC2N=C1CNC[C@H]1CN(C[C@H]1O)CCN1C(C=CC2=CC=C(C=C12)OC)=O)=O (7-chloro-6-({[((3S,4S)-4-hydroxy-1-{2-[7-(methyloxy)-2-oxo-1(2H)-quinolinyl]ethyl}-3-pyrrolidinyl)methyl]amino}methyl)-2H-pyrido[3,2-b][1,4]oxazin-3(4H)-one dihydrochloride). The yield is 87.0%. RXN SMILES: [NH2:1][CH2:2][C@@H:3]1[C@H:7]([OH:8])[CH2:6][N:5]([CH2:9][CH2:10][N:11]2[C:20]3[C:15](=[CH:16][CH:17]=[C:18]([O:21][CH3:22])[CH:19]=3)[CH:14]=[CH:13][C:12]2=[O:23])[CH2:4]1.[Cl:24][C:25]1[C:34]([CH:35]=O)=[N:33][C:32]2[NH:31][C:30](=[O:37])[CH2:29][O:28][C:27]=2[CH:26]=1.C(=O)([O-])[O-].[Na+].[Na+].C(O[BH-](OC(=O)C)OC(=O)C)(=O)C.[Na+]>C(Cl)Cl.CO>[ClH:24].[ClH:24].[Cl:24][C:25]1[C:34]([CH2:35][NH:1][CH2:2][C@@H:3]2[C@H:7]([OH:8])[CH2:6][N:5]([CH2:9][CH2:10][N:11]3[C:20]4[C:15](=[CH:16][CH:17]=[C:18]([O:21][CH3:22])[CH:19]=4)[CH:14]=[CH:13][C:12]3=[O:23])[CH2:4]2)=[N:33][C:32]2[NH:31][C:30](=[O:37])[CH2:29][O:28][C:27]=2[CH:26]=1 |f:2.3.4,5.6,9.10.11|. Reported procedure: 1-{2-[(3S,4S)-3-(Aminomethyl)-4-hydroxy-1-pyrrolidinyl]ethyl}-7-(methyloxy)-2(1H)-quinolinone (68 mg, 0.214 mmol) and 7-chloro-3-oxo-3,4-dihydro-2H-pyrido[3,2-b][1,4]oxazine-6-carboxaldehyde (for a synthesis see WO2003064421, Example 15(c)) (50 mg, 0.236 mmol) were combined in anhydrous DCM (5 mL) and anhydrous MeOH (1 ml) with a spatula of solid sodium carbonate. The reaction mixture was stirred under nitrogen for 18 h then sodium triacetoxyborohydride (143 mg, 0.643 mmol) was added and stirred... The reactants are crude product, C([O-])(O)=O.[Na+] (sodium bicarbonate), Cl.NO (hydroxylamine hydrochloride), C(#N)C=1C=CC(=NC1)NC(CCC(=O)O)=O (4-[(5-cyano-2-pyridyl)amino]-4-oxo-butanoic acid). Solvent: O (water), CO (methanol). Reaction conditions: temperature 80 celsius. Yields the product O\N=C(/N)\C=1C=CC(=NC1)NC(CCC(=O)OC)=O (methyl 4-[[5-[(Z)—N′-hydroxycarbamimidoyl]-2-pyridyl]amino]-4-oxo-butanoate). Isolated yield 40.3%. Reaction SMILES: [C:1](=O)(O)[O-].[Na+].Cl.[NH2:7][OH:8].[C:9]([C:11]1[CH:12]=[CH:13][C:14]([NH:17][C:18](=[O:24])[CH2:19][CH2:20][C:21]([OH:23])=[O:22])=[N:15][CH:16]=1)#[N:10]>O.CO>[OH:8]/[N:7]=[C:9](/[C:11]1[CH:12]=[CH:13][C:14]([NH:17][C:18](=[O:24])[CH2:19][CH2:20][C:21]([O:23][CH3:1])=[O:22])=[N:15][CH:16]=1)\[NH2:10] |f:0.1,2.3|. Procedure: A solution of sodium bicarbonate (1.81 g, 21.4 mmol, 5 equiv.) and hydroxylamine hydrochloride (1.50 g, 21.4 mmol, 5 equiv.) in water (12 mL) was added to an solution of 4-[(5-cyano-2-pyridyl)amino]-4-oxo-butanoic acid A2 (1.00 g, 4.29 mmol, 1 equiv.) in methanol (120 mL) at 80° C. The solution was heated at 80° C. overnight, before being concentrated under vacuum. The residue was partitioned between ethyl acetate (50 mL) and water (50 mL). The aqueous layer was separated and extracted with ethy...